From a dataset of the Open Reaction Database (ORD), a public repository of structured organic reaction records. describe an organic reaction: reactants, conditions, products, and yield Starting materials: C(C)(C)(C)OC(NC1=C(C=C(C=C1)C#CC1=CC=C(C=C1)F)N)=O ([2-amino-4-(4-fluoro-phenylethynyl)-phenyl]-carbamic acid tert.-butyl ester), N1(C=NC=C1)C1=NC=CC(=C1)C1=CC(OC(O1)(C)C)=O (6-(2-imidazol-1-yl-pyridin-4-yl)-2,2-dimethyl-[1,3]dioxin-4-one). Yields the product C(C)(C)(C)OC(NC1=C(C=C(C=C1)C#CC1=CC=C(C=C1)F)NC(CC(=O)C1=CC(=NC=C1)N1C=NC=C1)=O)=O ({4-(4-Fluoro-phenylethynyl)-2-[3-(2-imidazol-1-yl-pyridin-4-yl)-3-oxo-propionylamino]-phenyl}-carbamic acid tert.-butyl ester). As a reaction SMILES: [C:1]([O:5][C:6](=[O:24])[NH:7][C:8]1[CH:13]=[CH:12][C:11]([C:14]#[C:15][C:16]2[CH:21]=[CH:20][C:19]([F:22])=[CH:18][CH:17]=2)=[CH:10][C:9]=1[NH2:23])([CH3:4])([CH3:3])[CH3:2].[N:25]1([C:30]2[CH:35]=[C:34]([C:36]3[O:41]C(C)(C)[O:39][C:38](=O)[CH:37]=3)[CH:33]=[CH:32][N:31]=2)[CH:29]=[CH:28][N:27]=[CH:26]1>>[C:1]([O:5][C:6](=[O:24])[NH:7][C:8]1[CH:13]=[CH:12][C:11]([C:14]#[C:15][C:16]2[CH:17]=[CH:18][C:19]([F:22])=[CH:20][CH:21]=2)=[CH:10][C:9]=1[NH:23][C:38](=[O:39])[CH2:37][C:36]([C:34]1[CH:33]=[CH:32][N:31]=[C:30]([N:25]2[CH:29]=[CH:28][N:27]=[CH:26]2)[CH:35]=1)=[O:41])([CH3:4])([CH3:2])[CH3:3]. Reported procedure: Prepared from [2-amino-4-(4-fluoro-phenylethynyl)-phenyl]-carbamic acid tert.-butyl ester (Example G33) and 6-(2-imidazol-1-yl-pyridin-4-yl)-2,2-dimethyl-[1,3]dioxin-4-one (Example J14) according to the general procedure K. Obtained as a brown solid (284 mg). The reactants are COC([C@@](N=C=O)(CC1=CC=C(C=C1)OC)N(C)CC(CO)O)=O ((N-Methyl 2,3-dihydroxypropylamino)carbonyl(O-methyl)tyrosine methyl ester), LiOH monohydrate, Cl (HCl). The solvent is O1CCOCC1 (dioxane), O (water). Product: CN(CC(CO)O)[C@](N=C=O)(CC1=CC=C(C=C1)OC)C(=O)O ((N-Methyl-2,3-dihydroxypropylamino)carbonyl(O-methyl)tyrosine). As a reaction SMILES: C[O:2][C:3](=[O:24])[C@:4]([N:17]([CH2:19][CH:20]([OH:23])[CH2:21][OH:22])[CH3:18])([CH2:8][C:9]1[CH:14]=[CH:13][C:12]([O:15][CH3:16])=[CH:11][CH:10]=1)[N:5]=[C:6]=[O:7].Cl>O1CCOCC1.O>[CH3:18][N:17]([C@@:4]([C:3]([OH:24])=[O:2])([CH2:8][C:9]1[CH:10]=[CH:11][C:12]([O:15][CH3:16])=[CH:13][CH:14]=1)[N:5]=[C:6]=[O:7])[CH2:19][CH:20]([OH:23])[CH2:21][OH:22]. Procedure details: The resultant compound from Example 115 (114 mg, 0.355 mmol) in dioxane (4 ml) and water (2 ml) at 0° C. was treated with LiOH monohydrate (42.0 mg, 1 mmol). After 90 min 2M HCl (0.6 ml, 1.2 mmol) was added and the mixture was evaporated to a form which was used without further purification; DCI-MS: (M+H)+ =327. The reactants are [N+](=O)([O-])C=1C=C(C=O)C=CC1 (3-nitrobenzaldehyde). The reagents and catalysts are [Cl-].C(C1=CC=CC=C1)[P+](C1=CC=CC=C1)(C1=CC=CC=C1)C1=CC=CC=C1 (benzyltriphenylphosphonium chloride). Product: [N+](=O)([O-])C=1C=C(C=CC1)C=CC1=CC=CC=C1 (3-nitrostilbene). As a reaction SMILES: [N+:1]([C:4]1[CH:5]=[C:6]([CH:9]=[CH:10][CH:11]=1)[CH:7]=O)([O-:3])=[O:2]>[Cl-].C([P+](C1C=CC=CC=1)(C1C=CC=CC=1)C1C=CC=CC=1)C1C=CC=CC=1>[N+:1]([C:4]1[CH:5]=[C:6]([CH:7]=[CH:7][C:6]2[CH:9]=[CH:10][CH:11]=[CH:4][CH:5]=2)[CH:9]=[CH:10][CH:11]=1)([O-:3])=[O:2] |f:1.2|. Procedure details: Using the procedure of Example 5 benzyltriphenylphosphonium chloride and 3-nitrobenzaldehyde are reacted to give 3-nitrostilbene which is selected to 3-aminostilbene. The 3-aminostilbene is sulfonylated to give 3-(2'-phenethyl)trifluoromethanesulfonanilide, m.p. 64.5°-66° C.